This data is from the Open Reaction Database (ORD), a public repository of structured organic reaction records. The task is: describe an organic reaction: reactants, conditions, products, and yield Starting materials: C(C)C1=NNC(=N1)CCCC (3-ethyl-5-butyl-1H-1,2,4-triazole), BrCC1=CC=C(C=C1)C1=C(C=CC=C1)C(=O)OC (4-bromomethyl-2′-methoxycarbonylbiphenyl). Product: C(C)C1=NN(C(=N1)CCCC)CC1=CC=C(C=C1)C=1C(=CC=CC1)C(=O)O (4′-[(3-ethyl-5-butyl-1H-1,2,4-triazol-1-yl)methyl][1,1′-biphenyl]-2-carboxylic acid). Isolated yield 10.1%. Reaction SMILES: [CH2:1]([C:3]1[N:7]=[C:6]([CH2:8][CH2:9][CH2:10][CH3:11])[NH:5][N:4]=1)[CH3:2].Br[CH2:13][C:14]1[CH:19]=[CH:18][C:17]([C:20]2[CH:25]=[CH:24][CH:23]=[CH:22][C:21]=2[C:26]([O:28]C)=[O:27])=[CH:16][CH:15]=1>>[CH2:1]([C:3]1[N:7]=[C:6]([CH2:8][CH2:9][CH2:10][CH3:11])[N:5]([CH2:13][C:14]2[CH:19]=[CH:18][C:17]([C:20]3[C:21]([C:26]([OH:28])=[O:27])=[CH:22][CH:23]=[CH:24][CH:25]=3)=[CH:16][CH:15]=2)[N:4]=1)[CH3:2]. Procedure details: Following General Procedure A, 1.0 g (6.0 mmol) of 3-ethyl-5-butyl-1H-1,2,4-triazole was reacted with 2.41 g (7.9 mmol) of the alkylating reagent prepared in step 1 of Example 1. Hydrolysis of the faster moving isomer provided 220 mg of 4′-[(3-ethyl-5-butyl-1H-1,2,4-triazol-1-yl)methyl][1,1′-biphenyl]-2-carboxylic acid as a colorless solid: NMR (DMSO-d6) δ 0.85 (t, J=7 Hz, 3H), 1.19 (t, J=7 Hz, 3H), 1.27–1.38 (m, 2H), 1.52–1.63 (m, 2H), 2.59 (q, J=7 Hz, 2H), 2.74 (t, J=7 Hz, 2H), 5.35 (s, 2H), 7...